From a dataset of the Open Reaction Database (ORD), a public repository of structured organic reaction records. describe an organic reaction: reactants, conditions, products, and yield Reactants: BrC=1C=C2C(=C(C=NC2=CC1)C(=O)C1CC1)NC1=CC=C(C=C1)CN(C)C ((6-bromo-4-{4-[(dimethylamino)methyl]phenylamino}quinolin-3-yl)(cyclopropyl)methanone), ClC1=C(C(=CC(=C1)B1OC(C(O1)(C)C)(C)C)Cl)O (2,6-dichloro-4-(4,4,5,5-tetramethyl-1,3,2-dioxaborolan-2-yl)phenol). The product is C1(CC1)C(=O)C=1C=NC2=CC=C(C=C2C1NC1=CC=C(C=C1)CN(C)C)C1=CC(=C(C(=C1)Cl)O)Cl (Cyclopropyl[6-(3,5-dichloro-4-hydroxyphenyl)-4-{4-[(dimethylamino)methyl]phenylamino}quinolin-3-yl]methanone). Isolated yield 72.2%. RXN SMILES: Br[C:2]1[CH:3]=[C:4]2[C:9](=[CH:10][CH:11]=1)[N:8]=[CH:7][C:6]([C:12]([CH:14]1[CH2:16][CH2:15]1)=[O:13])=[C:5]2[NH:17][C:18]1[CH:23]=[CH:22][C:21]([CH2:24][N:25]([CH3:27])[CH3:26])=[CH:20][CH:19]=1.[Cl:28][C:29]1[CH:34]=[C:33](B2OC(C)(C)C(C)(C)O2)[CH:32]=[C:31]([Cl:44])[C:30]=1[OH:45]>>[CH:14]1([C:12]([C:6]2[CH:7]=[N:8][C:9]3[C:4]([C:5]=2[NH:17][C:18]2[CH:23]=[CH:22][C:21]([CH2:24][N:25]([CH3:27])[CH3:26])=[CH:20][CH:19]=2)=[CH:3][C:2]([C:33]2[CH:34]=[C:29]([Cl:28])[C:30]([OH:45])=[C:31]([Cl:44])[CH:32]=2)=[CH:11][CH:10]=3)=[O:13])[CH2:15][CH2:16]1. Procedure details: Following general procedure F, (6-bromo-4-{4-[(dimethylamino)methyl]phenylamino}quinolin-3-yl)(cyclopropyl)methanone (44 mg, 0.104 mmol) was reacted with 2,6-dichloro-4-(4,4,5,5-tetramethyl-1,3,2-dioxaborolan-2-yl)phenol (45 mg, 0.156 mmol) to afford the desired product (38 mg, 73%) as a yellow solid: 1H NMR (300 MHz, CD3OD+Acetic Acid-d4) δ 9.26 (s, 1H), 7.99 (d, J=10.0 Hz, 2H), 7.94 (s, 1H), 7.51 (d, J=8.4 Hz, 2H), 7.29 (s, J=9.9 Hz, 3H), 7.25 (s, 1H), 4.32 (s, 2H), 2.94-2.85 (m, 1H), 2.82 (s,... The reactants are Cc1ccccc1, O=Cc1ccccc1, Cl, NCC(=O)O, [Na+], [OH-], O. Yields the product NC(C(=O)O)C(O)c1ccccc1. RXN SMILES: [CH3:18][c:19]1[cH:20][cH:21][cH:22][cH:23][cH:24]1.[CH:8](=[O:9])[c:10]1[cH:11][cH:12][cH:13][cH:14][cH:15]1.[ClH:16].[NH2:1][CH2:2][C:3]([OH:4])=[O:5].[Na+:7].[OH-:6].[OH2:17]>>[NH2:1][CH:2]([C:3]([OH:4])=[O:5])[CH:8]([OH:9])[c:10]1[cH:11][cH:12][cH:13][cH:14][cH:15]1. Starting materials: CCCC[Sn](Cl)(CCCC)CCCC, C1CCOC1, [Cl-], [N-]=[N+]=NCCCCCCSc1ncn2ccsc12, [NH4+]. The product is CCCC[Sn](CCCC)(CCCC)c1cn2cnc(SCCCCCCN=[N+]=[N-])c2s1. As a reaction SMILES: [CH2:1]([CH2:2][CH2:3][CH3:4])[Sn:5]([CH2:6][CH2:7][CH2:8][CH3:9])([CH2:10][CH2:11][CH2:12][CH3:13])[Cl:14].[CH2:35]1[O:36][CH2:37][CH2:38][CH2:39]1.[Cl-:33].[N:15](=[N+:16]=[N-:17])[CH2:18][CH2:19][CH2:20][CH2:21][CH2:22][CH2:23][S:24][c:25]1[n:26][cH:27][n:28]2[c:29]1[s:30][cH:31][cH:32]2.[NH4+:34]>>[CH2:1]([CH2:2][CH2:3][CH3:4])[Sn:5]([CH2:6][CH2:7][CH2:8][CH3:9])([CH2:10][CH2:11][CH2:12][CH3:13])[c:31]1[s:30][c:29]2[c:25]([S:24][CH2:23][CH2:22][CH2:21][CH2:20][CH2:19][CH2:18][N:15]=[N+:16]=[N-:17])[n:26][cH:27][n:28]2[cH:32]1. As a reaction SMILES: C1(C(C2C=CC=CC=2)NS(C)(=O)=O)C=CC=CC=1.[Cl-].[Li+].C([Li])CCC.[CH:26]1([CH2:32][C@H:33]2[C@H:37]([C:38](NCOC)=O)[O:36][C:35]([CH3:45])([CH3:44])[N:34]2[C:46]([O:48][C:49]([CH3:52])([CH3:51])[CH3:50])=[O:47])[CH2:31][CH2:30][CH2:29][CH2:28][CH2:27]1.[C:53]1([CH:59]([C:88]2[CH:93]=[CH:92][CH:91]=[CH:90][CH:89]=2)[S:60]([NH:63]CC([C@@H]2OC(C)(C)N(C(OC(C)(C)C)=O)[C@H]2CC2CCCCC2)=O)(=[O:62])=[O:61])[CH:58]=[CH:57][CH:56]=[CH:55][CH:54]=1.[O:94]1CCC[CH2:95]1>CCCCCC.CCOCC.CO>[C:88]1([CH:59]([C:53]2[CH:54]=[CH:55][CH:56]=[CH:57][CH:58]=2)[S:60]([NH:63][CH:95]2[O:94][C:35]([CH3:44])([CH3:45])[N:34]([C:46]([O:48][C:49]([CH3:50])([CH3:51])[CH3:52])=[O:47])[C:33]2([C:37](=[O:36])[CH3:38])[CH2:32][CH:26]2[CH2:27][CH2:28][CH2:29][CH2:30][CH2:31]2)(=[O:62])=[O:61])[CH:93]=[CH:92][CH:91]=[CH:90][CH:89]=1 |f:1.2|. Reactants: C1(CCCCC1)C[C@@H]1N(C(O[C@H]1C(=O)NCOC)(C)C)C(=O)OC(C)(C)C ((4S-trans)-4-(cyclohexylmethyl)-5-[[(methoxy)methylamino]carbonyl]-2,2-dimethyl-3-oxazolidinecarboxylic acid, 1,1-dimethylethyl ester), C1(=CC=CC=C1)C(NS(=O)(=O)C)C1=CC=CC=C1 (N-(Diphenylmethyl)methanesulfonamide), [Cl-].[Li+] (lithium chloride), O1CCCC1 (tetrahydrofuran), C(CCC)[Li] (n-Butyllithium), C1(=CC=CC=C1)C(S(=O)(=O)NCC(=O)[C@H]1[C@@H](N(C(O1)(C)C)C(=O)OC(C)(C)C)CC1CCCCC1)C1=CC=CC=C1 ((4S-trans)-5-[[[(diphenylmethyl)sulfonyl]-amino]acetyl]-4-(cyclohexylmethyl)-2,2-dimethyl-3-oxazolidinecarboxylic acid, 1,1-dimethylethyl ester). Yields the product C1(=CC=CC=C1)C(S(=O)(=O)NC1C(N(C(O1)(C)C)C(=O)OC(C)(C)C)(CC1CCCCC1)C(C)=O)C1=CC=CC=C1 ([(Diphenylmethyl)sulfonylamino]-acetyl-4-(cyclohexylmethyl)-2,2-dimethyl-3-oxazolidinecarboxylic acid, 1,1-dimethylethyl ester). Solvent: CO (methanol), CCOCC (ether), CCCCCC (hexane). Reported procedure: N-(Diphenylmethyl)methanesulfonamide (6.34 g., 19.5 mmole, 2.5 eq.) and lithium chloride (1.65 g., 39 mmole, 5 eq.) were partially dissolved in distilled tetrahydrofuran (78 ml., 0.25M) and cooled to -40° . n-Butyllithium (2.5M in hexane, 15.6 ml., 39 mmole, 5 eq.) was added slowly. The mixture was stirred at -40° for 30 minutes and then warmed to 0° for 30 minutes. After recooling to -40° , (4S-trans)-4-(cyclohexylmethyl)-5-[[(methoxy)methylamino]carbonyl]-2,2-dimethyl-3-oxazolidinecarboxylic a... Conditions: time 30 minute.